From a dataset of the Open Reaction Database (ORD), a public repository of structured organic reaction records. describe an organic reaction: reactants, conditions, products, and yield Starting materials: O[C@@H]1CC2=CC[C@H]3[C@@H]4CCC([C@@]4(C)CC[C@@H]3[C@]2(CC1)C)=O (3β-Hydroxyandrost-5-en-17-one), O=O (singlet oxygen). Yields the product O(O)[C@]12C=C[C@H]3[C@@H]4CCC([C@@]4(C)CC[C@@H]3[C@]2(CC[C@@H](C1)O)C)=O (5α-hydroperoxy-3β-hydroxyandrost-6-en-17-one). RXN SMILES: [OH:1][C@H:2]1[CH2:19][CH2:18][C@@:17]2([CH3:20])[C:4](=[CH:5][CH2:6][C@@H:7]3[C@@H:16]2[CH2:15][CH2:14][C@@:12]2([CH3:13])[C@H:8]3[CH2:9][CH2:10][C:11]2=[O:21])[CH2:3]1.[O:22]=[O:23]>>[O:22]([C@:4]12[CH2:3][C@@H:2]([OH:1])[CH2:19][CH2:18][C@:17]1([CH3:20])[C@@H:16]1[C@H:7]([C@H:8]3[C@@:12]([CH2:14][CH2:15]1)([CH3:13])[C:11](=[O:21])[CH2:10][CH2:9]3)[CH:6]=[CH:5]2)[OH:23]. Reported procedure: 3β-Hydroxyandrost-5-en-17-one (DHEA) 1 reacts with singlet oxygen to yield 5α-hydroperoxy-3β-hydroxyandrost-6-en-17-one 2. This hydroperoxide undergoes a rearrangement when in chloroform solution to yield 7α-hydroperoxy-3β-hydroxyandrost-5-en-17-one, 3. Treatment of the hydroperoxide with zinc and acetic acid yields 3β,7α-dihydroxy-androst-5-en-17-one, 4. ##STR40## Reactants: FC=1C=C2C(=NC1)C(=NN2C2=NC(=C(C(=N2)N)N)N)CC2=C(C=CC=C2)F (2-[6-Fluoro-3-(2-fluorobenzyl)-1H-pyrazolo[4,3-b]pyridin-1-yl]pyrimidine-4,5,6-triamine), ClC(=O)OCC (ethyl chloroformate). The solvent is N1=CC=CC=C1 (pyridine). Reaction conditions: temperature 0 celsius, time 1 hour. Yields the product NC1=NC(=NC(=C1NC(OCC)=O)N)N1N=C(C2=NC=C(C=C21)F)CC2=C(C=CC=C2)F (Ethyl {4,6-diamino-2-[6-fluoro-3-(2-fluorobenzyl)-1H-pyrazolo[4,3-b]pyridin-1-yl]pyrimidin-5-yl}carbamate). Reaction SMILES: [F:1][C:2]1[CH:3]=[C:4]2[N:10]([C:11]3[N:16]=[C:15]([NH2:17])[C:14]([NH2:18])=[C:13]([NH2:19])[N:12]=3)[N:9]=[C:8]([CH2:20][C:21]3[CH:26]=[CH:25][CH:24]=[CH:23][C:22]=3[F:27])[C:5]2=[N:6][CH:7]=1.Cl[C:29]([O:31][CH2:32][CH3:33])=[O:30]>N1C=CC=CC=1>[NH2:19][C:13]1[C:14]([NH:18][C:29](=[O:30])[O:31][CH2:32][CH3:33])=[C:15]([NH2:17])[N:16]=[C:11]([N:10]2[C:4]3[C:5](=[N:6][CH:7]=[C:2]([F:1])[CH:3]=3)[C:8]([CH2:20][C:21]3[CH:26]=[CH:25][CH:24]=[CH:23][C:22]=3[F:27])=[N:9]2)[N:12]=1. Reported procedure: Under argon, 300 mg (0.814 mmol) of the compound from example 6A were initially charged in pyridine (10 ml), the mixture was cooled to 0° C. and 78 μl (0.814 mmol) of ethyl chloroformate were then added dropwise. The reaction mixture was stirred at 0° C. for 1 h and then concentrated. The residue was separated by means of preparative RP-HPLC (acetonitrile:water (+0.1% formic acid)−gradient) and the product fractions were concentrated. This gave 77 mg (21% of theory) of the title compound. Starting materials: FC(OC1=C(C=CC=C1)Br)(F)F (2-trifluoromethoxy-1-bromobenzene), C(=O)C1=CC=C(S1)B(O)O (5-formyl-2-thiophene boronic acid), C1=CC=C(C=C1)P(C2=CC=CC=C2)C3=CC=CC=C3 (Ph3P), C([O-])([O-])=O.[Na+].[Na+] (sodium carbonate). Reagents/catalysts: CC(=O)[O-].CC(=O)[O-].[Pd+2] (Pd(OAc)2). The solvent is O (water), COCCOC (DME), C(C)OC(C)=O (ethylacetate). Conditions: time 3 hour. The product is FC(OC1=C(C=CC=C1)C1=CC=C(S1)C=O)(F)F (5-(2-trifluoromethoxyphenyl)thiophene-2-aldehyde). RXN SMILES: [F:1][C:2]([F:12])([F:11])[O:3][C:4]1[CH:9]=[CH:8][CH:7]=[CH:6][C:5]=1Br.[CH:13]([C:15]1[S:19][C:18](B(O)O)=[CH:17][CH:16]=1)=[O:14].C1C=CC(P(C2C=CC=CC=2)C2C=CC=CC=2)=CC=1.C(=O)([O-])[O-].[Na+].[Na+]>COCCOC.C(OC(=O)C)C.CC([O-])=O.CC([O-])=O.[Pd+2].O>[F:1][C:2]([F:12])([F:11])[O:3][C:4]1[CH:9]=[CH:8][CH:7]=[CH:6][C:5]=1[C:18]1[S:19][C:15]([CH:13]=[O:14])=[CH:16][CH:17]=1 |f:3.4.5,8.9.10|. Reported procedure: To a solution of 2-trifluoromethoxy-1-bromobenzene (0.21 mL) and 5-formyl-2-thiophene boronic acid (0.23 g) in DME (11 mL) were added Pd(OAc)2 (0.014 g) and Ph3P (0.033 g) followed by 2M sodium carbonate (1 mL) and water (1 mL). The mixture was stirred at rt for 3 h. The reaction was diluted with ethylacetate (20 mL) and washed with water and brine, and then dried (sodium sulfate). The crude product was purified by flash-chromatography using acetone-hexanes (1:4) to give the desired 5-(2-trifluo... The reactants are C([O-])([O-])=O.[Na+].[Na+] (sodium carbonate), FC1=C(C(=O)O)C(=CC=C1S(=O)O)F (2,6-Difluoro-3-sulfino-benzoic acid), CI (methyl iodide). The solvent is O (water), CO (methanol). Run at time 30 minute. Yields the product FC1=C(C(=O)O)C(=CC=C1S(=O)(=O)C)F (2,6-Difluoro-3-methanesulfonyl-benzoic acid). RXN SMILES: [C:1](=O)([O-])[O-].[Na+].[Na+].[F:7][C:8]1[C:16]([S:17]([OH:19])=[O:18])=[CH:15][CH:14]=[C:13]([F:20])[C:9]=1[C:10]([OH:12])=[O:11].CI>CO.O>[F:7][C:8]1[C:16]([S:17]([CH3:1])(=[O:19])=[O:18])=[CH:15][CH:14]=[C:13]([F:20])[C:9]=1[C:10]([OH:12])=[O:11] |f:0.1.2|. Reported procedure: A suspension of 18 mmol sodium carbonate and 9 mmol 2,6-Difluoro-3-sulfino-benzoic acid in 30 ml of methanol was stirred at room temperature for 30 min, then heated to 60° C. 24 mmol of methyl iodide were added and the reaction mixture heated overnight at 60° C. The reaction mixture was diluted with water and extracted with ethyl acetate. The organic phase was discarded and the aqueous phase acidified by addition of concentrated hydrochloric acid. Extraction with ethyl acetate yielded the title ... RXN SMILES: [B-:72]([F:73])([F:74])([F:75])[F:76].[C:1]([O:2][C:6](=[O:7])[NH:8][CH2:9][CH2:10][CH2:11][CH2:12][C:13](=[O:14])[O:15][CH2:16][CH2:17][Si:18]([CH3:19])([CH3:20])[CH3:21])([CH3:3])([CH3:4])[CH3:5].[C:23]([CH3:24])(=[O:25])[NH:26][CH:27]([CH2:28][c:29]1[cH:30][c:31]([CH2:67][CH3:68])[c:32]([N:35]([c:36]2[c:37]([C:42](=[O:43])[O:44][CH:45]([c:46]3[cH:47][cH:48][cH:49][cH:50][cH:51]3)[c:52]3[cH:53][cH:54][cH:55][cH:56][cH:57]3)[cH:38][cH:39][cH:40][cH:41]2)[C:58]([C:59](=[O:60])[O:61][C:62]([CH3:63])([CH3:64])[CH3:65])=[O:66])[cH:33][cH:34]1)[C:69]([OH:70])=[O:71].[CH3:109][N:110]([CH3:111])[CH:112]=[O:113].[CH3:114][CH2:115][O:116][C:117](=[O:118])[CH3:119].[CH:94]([N:95]([CH:96]([CH3:97])[CH3:98])[CH2:99][CH3:100])([CH3:101])[CH3:102].[ClH:22].[O:103]1[CH2:104][CH2:105][O:106][CH2:107][CH2:108]1.[n:77]1([O:78][C:79]([N:80]([CH3:81])[CH3:82])=[N+:83]([CH3:84])[CH3:85])[c:86]2[cH:87][cH:88][cH:89][cH:90][c:91]2[n:92][n:93]1>>[C:6](=[O:7])([NH:8][CH2:9][CH2:10][CH2:11][CH2:12][C:13](=[O:14])[O:15][CH2:16][CH2:17][Si:18]([CH3:19])([CH3:20])[CH3:21])[CH:27]([NH:26][C:23]([CH3:24])=[O:25])[CH2:28][c:29]1[cH:30][c:31]([CH2:67][CH3:68])[c:32]([N:35]([c:36]2[c:37]([C:42](=[O:43])[O:44][CH:45]([c:46]3[cH:47][cH:48][cH:49][cH:50][cH:51]3)[c:52]3[cH:53][cH:54][cH:55][cH:56][cH:57]3)[cH:38][cH:39][cH:40][cH:41]2)[C:58]([C:59](=[O:60])[O:61][C:62]([CH3:63])([CH3:64])[CH3:65])=[O:66])[cH:33][cH:34]1. The product is CCc1cc(CC(NC(C)=O)C(=O)NCCCCC(=O)OCC[Si](C)(C)C)ccc1N(C(=O)C(=O)OC(C)(C)C)c1ccccc1C(=O)OC(c1ccccc1)c1ccccc1. Starting materials: F[B-](F)(F)F, CC(C)(C)OC(=O)NCCCCC(=O)OCC[Si](C)(C)C, CCc1cc(CC(NC(C)=O)C(=O)O)ccc1N(C(=O)C(=O)OC(C)(C)C)c1ccccc1C(=O)OC(c1ccccc1)c1ccccc1, CN(C)C=O, CCOC(C)=O, CCN(C(C)C)C(C)C, Cl, C1COCCO1, CN(C)C(On1nnc2ccccc21)=[N+](C)C. The reactants are O=C([O-])[O-], O=C(O)C(O)C(O)C(=O)O, CC1CCCN1, CC#N, Cc1ccc(S(=O)(=O)OCCc2ccc3cc(Br)ccc3n2)cc1, CCOC(C)=O, [K+], [K+]. Yields the product CC1CCCN1CCc1ccc2cc(Br)ccc2n1. As a reaction SMILES: [C:17](=[O:18])([O-:19])[O-:20].[C:1]([CH:2]([CH:3]([C:4]([OH:5])=[O:6])[OH:7])[OH:8])([OH:9])=[O:10].[CH3:11][CH:12]1[NH:13][CH2:14][CH2:15][CH2:16]1.[CH3:23][C:24]#[N:25].[CH3:26][c:27]1[cH:28][cH:29][c:30]([S:31]([O:32][CH2:37][CH2:38][c:39]2[n:40][c:41]3[cH:42][cH:43][c:44]([Br:49])[cH:45][c:46]3[cH:47][cH:48]2)(=[O:33])=[O:34])[cH:35][cH:36]1.[CH3:50][CH2:51][O:52][C:53](=[O:54])[CH3:55].[K+:21].[K+:22]>>[CH3:11][CH:12]1[N:13]([CH2:37][CH2:38][c:39]2[n:40][c:41]3[cH:42][cH:43][c:44]([Br:49])[cH:45][c:46]3[cH:47][cH:48]2)[CH2:14][CH2:15][CH2:16]1. Starting materials: C(C)(=O)O (acetic acid), 9, C(C)OC(CN(S(=O)(=O)C1=CC=C(C=C1)N1CCC(CC1)NC[C@@H](C1=CC(=C(C=C1)O)NS(=O)(=O)C)O)CC1CC1)=O ([cyclopropylmethyl-(4-{4-[(2R)-2-hydroxy-2-(4-hydroxy-3-methanesulfonylamino-phenyl)-ethylamino]-piperidin-1-yl}-benzenesulfonyl)-amino]-acetic acid ethyl ester), O.[OH-].[Li+] (lithium hydroxide monohydrate). The solvent is C(C)O (ethanol), O (water). Run at time 20 minute. Product: C1(CC1)CN(S(=O)(=O)C1=CC=C(C=C1)N1CCC(CC1)NC[C@@H](C1=CC(=C(C=C1)O)NS(=O)(=O)C)O)CC(=O)O ([Cyclopropylmethyl-(4-{4-[(2R)-2-hydroxy-2-(4-hydroxy-3-methanesulfonylamino-phenyl)-ethylamino]-piperidin-1-yl}-benzenesulfonyl)-amino]-acetic Acid). Reaction SMILES: C([O:3][C:4](=[O:42])[CH2:5][N:6]([CH2:38][CH:39]1[CH2:41][CH2:40]1)[S:7]([C:10]1[CH:15]=[CH:14][C:13]([N:16]2[CH2:21][CH2:20][CH:19]([NH:22][CH2:23][C@H:24]([OH:37])[C:25]3[CH:30]=[CH:29][C:28]([OH:31])=[C:27]([NH:32][S:33]([CH3:36])(=[O:35])=[O:34])[CH:26]=3)[CH2:18][CH2:17]2)=[CH:12][CH:11]=1)(=[O:9])=[O:8])C.O.[OH-].[Li+].C(O)(=O)C>C(O)C.O>[CH:39]1([CH2:38][N:6]([CH2:5][C:4]([OH:42])=[O:3])[S:7]([C:10]2[CH:15]=[CH:14][C:13]([N:16]3[CH2:17][CH2:18][CH:19]([NH:22][CH2:23][C@H:24]([OH:37])[C:25]4[CH:30]=[CH:29][C:28]([OH:31])=[C:27]([NH:32][S:33]([CH3:36])(=[O:34])=[O:35])[CH:26]=4)[CH2:20][CH2:21]3)=[CH:12][CH:11]=2)(=[O:9])=[O:8])[CH2:41][CH2:40]1 |f:1.2.3|. Procedure: To a stirred solution of 0.15 9 (0.24 mmol) of [cyclopropylmethyl-(4-{4-[(2R)-2-hydroxy-2-(4-hydroxy-3-methanesulfonylamino-phenyl)-ethylamino]-piperidin-1-yl}-benzenesulfonyl)-amino]-acetic acid ethyl ester ( ) in 2 mL of ethanol, 0.1 g (2.4 mmol) of lithium hydroxide monohydrate in 2 ml of water was added dropwise over 10 minutes. After 20 minutes, the reaction mixture was quenched with .13 ml (2.4 mmol) of glacial acetic acid. The solvent was removed in vacuo and the pink aqueous residue was ...